This data is from the Open Reaction Database (ORD), a public repository of structured organic reaction records. The task is: describe an organic reaction: reactants, conditions, products, and yield The reactants are O1C(OCC1)C=1C=C(C=CC1)C1=NNC(=N1)C1=CC=C(C=C1)C (3-(3-[1,3]dioxolan-2-yl-phenyl)-5-p-tolyl-1H-[1,2,4]triazole), CI (methyl iodide). Product: CN1N=C(N=C1C=1C=C(C=O)C=CC1)C1=CC=C(C=C1)C (3-(2-Methyl-5-p-tolyl-2H-[1,2,4]triazol-3-yl)-benzaldehyde). As a reaction SMILES: [O:1]1CCO[CH:2]1[C:6]1[CH:7]=[C:8]([C:12]2[N:16]=[C:15]([C:17]3[CH:22]=[CH:21][C:20]([CH3:23])=[CH:19][CH:18]=3)[NH:14][N:13]=2)[CH:9]=[CH:10][CH:11]=1.[CH3:24]I>>[CH3:24][N:13]1[C:12]([C:8]2[CH:7]=[C:6]([CH:11]=[CH:10][CH:9]=2)[CH:2]=[O:1])=[N:16][C:15]([C:17]2[CH:22]=[CH:21][C:20]([CH3:23])=[CH:19][CH:18]=2)=[N:14]1. Procedure: Using 3-(3-[1,3]dioxolan-2-yl-phenyl)-5-p-tolyl-1H-[1,2,4]triazole (mixture of tautomers) and methyl iodide the title compound was obtained as white solid (41% yield), MS: m/e=277.1 (M+). The reactants are CC1(C)Oc2ccc(C#N)cc2C(O)C1Br, ClCCCl, CC(CSC(=O)c1cc([N+](=O)[O-])cc([N+](=O)[O-])c1)C(=O)Cl, c1ccncc1. Product: CC(CSC(=O)c1cc([N+](=O)[O-])cc([N+](=O)[O-])c1)C(=O)OC1c2cc(C#N)ccc2OC(C)(C)C1Br. RXN SMILES: [Br:1][CH:2]1[C:3]([CH3:15])([CH3:16])[O:4][c:5]2[c:6]([cH:9][c:10]([C:13]#[N:14])[cH:11][cH:12]2)[CH:7]1[OH:8].[CH2:17]([Cl:18])[CH2:19][Cl:20].[N+:21](=[O:22])([O-:23])[c:24]1[cH:25][c:26]([C:27](=[O:28])[S:29][CH2:30][CH:31]([C:32](=[O:33])[Cl:34])[CH3:35])[cH:36][c:37]([N+:39](=[O:40])[O-:41])[cH:38]1.[cH:42]1[cH:43][cH:44][n:45][cH:46][cH:47]1>>[Br:1][CH:2]1[C:3]([CH3:15])([CH3:16])[O:4][c:5]2[c:6]([cH:9][c:10]([C:13]#[N:14])[cH:11][cH:12]2)[CH:7]1[O:8][C:32]([CH:31]([CH2:30][S:29][C:27]([c:26]1[cH:25][c:24]([N+:21](=[O:22])[O-:23])[cH:38][c:37]([N+:39](=[O:40])[O-:41])[cH:36]1)=[O:28])[CH3:35])=[O:33]. Reactants: CC(C)(C)OC(=O)N1CCC(N)CC1, CCN=C=NCCCN(C)C, ClCCl, Cl, O=C(NC1CCNCC1)c1cccc(-c2nnn[nH]2)c1, O=C(O)c1cccc(-c2nnn[nH]2)c1. Yields the product CC(C)(C)OC(=O)N1CCC(NC(=O)c2cccc(-c3nn[nH]n3)c2)CC1. Reaction SMILES: [C:35]([CH3:36])([CH3:37])([CH3:38])[O:39][C:40](=[O:41])[N:42]1[CH2:43][CH2:44][CH:45]([NH2:46])[CH2:47][CH2:48]1.[CH3:50][N:51]([CH3:52])[CH2:53][CH2:54][CH2:55][N:56]=[C:57]=[N:58][CH2:59][CH3:60].[Cl:61][CH2:62][Cl:63].[ClH:49].[NH:1]1[CH2:2][CH2:3][CH:4]([NH:7][C:8]([c:9]2[cH:10][c:11](-[c:15]3[n:16][n:17][n:18][nH:19]3)[cH:12][cH:13][cH:14]2)=[O:20])[CH2:5][CH2:6]1.[nH:21]1[c:22](-[c:23]2[cH:24][c:25]([C:29]([OH:30])=[O:31])[cH:26][cH:27][cH:28]2)[n:32][n:33][n:34]1>>[N:1]1([C:40]([O:39][C:35]([CH3:36])([CH3:37])[CH3:38])=[O:41])[CH2:2][CH2:3][CH:4]([NH:7][C:8]([c:9]2[cH:10][c:11](-[c:15]3[n:16][n:17][nH:18][n:19]3)[cH:12][cH:13][cH:14]2)=[O:20])[CH2:5][CH2:6]1. Yields the product O=C(O)C1CC12CCCCCCC2. As a reaction SMILES: [CH:16]1([C:17]([O:18][CH2:19][CH3:20])=[O:21])[C:22]2([CH2:23][CH2:24][CH2:25][CH2:26][CH2:27]2)[CH2:28]1.[CH:1]1([C:11](=[O:12])[O:13][CH2:14][CH3:15])[CH2:2][C:3]12[CH2:4][CH2:5][CH2:6][CH2:7][CH2:8][CH2:9][CH2:10]2>>[CH:1]1([C:11](=[O:12])[OH:13])[CH2:2][C:3]12[CH2:4][CH2:5][CH2:6][CH2:7][CH2:8][CH2:9][CH2:10]2. Reactants: CCOC(=O)C1CC12CCCCC2, CCOC(=O)C1CC12CCCCCCC2. Starting materials: C(=C)OCCONC(=O)C=1C=C2N(C=NC=C2)C1NC1=C(C=C(C=C1)SC)F (7-(2-fluoro-4-methylsulfanyl-phenylamino)-pyrrolo[1,2-c]pyrimidine-6-carboxylic acid (2-vinyloxy-ethoxy)-amide), Cl (hydrochloric acid). Solvent: IMS. Conditions: time 1 hour. The product is OCCONC(=O)C=1C=C2N(C=NC=C2)C1NC1=C(C=C(C=C1)SC)F (7-(2-Fluoro-4-methylsulfanyl-phenylamino)-pyrrolo[1,2-c]pyrimidine-6-carboxylic acid (2-hydroxy-ethoxy)-amide). The yield is 56.0%. Reaction SMILES: C([O:3][CH2:4][CH2:5][O:6][NH:7][C:8]([C:10]1[CH:11]=[C:12]2[CH:17]=[CH:16][N:15]=[CH:14][N:13]2[C:18]=1[NH:19][C:20]1[CH:25]=[CH:24][C:23]([S:26][CH3:27])=[CH:22][C:21]=1[F:28])=[O:9])=C.Cl>>[OH:3][CH2:4][CH2:5][O:6][NH:7][C:8]([C:10]1[CH:11]=[C:12]2[CH:17]=[CH:16][N:15]=[CH:14][N:13]2[C:18]=1[NH:19][C:20]1[CH:25]=[CH:24][C:23]([S:26][CH3:27])=[CH:22][C:21]=1[F:28])=[O:9]. Procedure: To a solution of 7-(2-fluoro-4-methylsulfanyl-phenylamino)-pyrrolo[1,2-c]pyrimidine-6-carboxylic acid (2-vinyloxy-ethoxy)-amide in IMS was added aqueous hydrochloric acid (4 N, 0.5 mL). The reaction was stirred at room temperature for 1 hour then concentrated in vacuo. The resultant residue was dissolved in ethyl acetate (5 mL), washed with aqueous saturated sodium bicarbonate solution (10 mL) and the aqueous fraction extracted twice with ethyl acetate (2×5 mL). The combined organic fractions we... Reactants: [N+](=O)([O-])C1=C(N)C=CC(=C1)C(F)(F)F (2-nitro-4-trifluoromethylaniline), O (H2O), ice, Cl[Sn]Cl (SnCl2), C(=O)(O)[O-].[Na+] (NaHCO3). Solvent: C(C)O (ethanol). The product is FC(C1=CC(=C(C=C1)N)N)(F)F (4-trifluoromethyl-1,2-phenylenediamine). Yield: 96.9%. As a reaction SMILES: [N+:1]([C:4]1[CH:10]=[C:9]([C:11]([F:14])([F:13])[F:12])[CH:8]=[CH:7][C:5]=1[NH2:6])([O-])=O.Cl[Sn]Cl.O.C([O-])(O)=O.[Na+]>C(O)C>[F:12][C:11]([F:13])([F:14])[C:9]1[CH:8]=[CH:7][C:5]([NH2:6])=[C:4]([NH2:1])[CH:10]=1 |f:3.4|. Procedure details: A solution of 2-nitro-4-trifluoromethylaniline (5.000 g, 24.26 mmol, Aldrich, used as received) and SnCl2.2 H2O (20.00 g, 88.64 mmol, Aldrich, used as received) in absolute ethanol (50 mL) was refluxed for 45 min. It was then poured into ice (85 g) and basified with 10% aq. NaHCO3 (250 mL). The resulting suspension was extracted with ethyl acetate (400 mL). The ethyl acetate extract was dried over Na2SO4 and evaporated to give 4.14 g (87%) of pure 4-trifluoromethyl-1,2-phenylenediamine as a red ... The reactants are FC(C=1C=C(C=C(C1)C(F)(F)F)C(C(=O)N(C)C=1C=NC(=CC1C1=C(C=CC=C1)C)I)(C)C)(F)F (2-(3,5-bis-trifluoromethyl-phenyl)-N-(6-iodo-4-o-tolyl-pyridin-3-yl)-N-methyl-isobutyramide), C(C)OC(=C)[Sn](CCCC)(CCCC)CCCC (1-ethoxyvinyltri-n-butyltin), Cl (hydrochloric acid), [OH-].[Na+] (sodium hydroxide), [F-].[K+] (potassium fluoride). Reagents/catalysts: Cl[Pd]([P](C1=CC=CC=C1)(C2=CC=CC=C2)C3=CC=CC=C3)([P](C4=CC=CC=C4)(C5=CC=CC=C5)C6=CC=CC=C6)Cl (bis(triphenylphosphine)palladium(II) chloride). Solvent: C1(=CC=CC=C1)C (toluene). Product: C(C)(=O)C1=CC(=C(C=N1)N(C(C(C)(C)C1=CC(=CC(=C1)C(F)(F)F)C(F)(F)F)=O)C)C1=C(C=CC=C1)C (N-(6-Acetyl-4-o-tolyl-pyridin-3-yl)-2-(3,5-bis-trifluoromethyl-phenyl)-N-methyl-isobutyramide). Isolated yield 56.8%. Reaction SMILES: [F:1][C:2]([F:35])([F:34])[C:3]1[CH:4]=[C:5]([C:13]([CH3:33])([CH3:32])[C:14]([N:16]([C:18]2[CH:19]=[N:20][C:21](I)=[CH:22][C:23]=2[C:24]2[CH:29]=[CH:28][CH:27]=[CH:26][C:25]=2[CH3:30])[CH3:17])=[O:15])[CH:6]=[C:7]([C:9]([F:12])([F:11])[F:10])[CH:8]=1.[CH2:36]([O:38]C([Sn](CCCC)(CCCC)CCCC)=C)[CH3:37].Cl.[OH-].[Na+].[F-].[K+]>C1(C)C=CC=CC=1.Cl[Pd](Cl)([P](C1C=CC=CC=1)(C1C=CC=CC=1)C1C=CC=CC=1)[P](C1C=CC=CC=1)(C1C=CC=CC=1)C1C=CC=CC=1>[C:36]([C:21]1[N:20]=[CH:19][C:18]([N:16]([CH3:17])[C:14](=[O:15])[C:13]([C:5]2[CH:4]=[C:3]([C:2]([F:35])([F:34])[F:1])[CH:8]=[C:7]([C:9]([F:12])([F:11])[F:10])[CH:6]=2)([CH3:33])[CH3:32])=[C:23]([C:24]2[CH:29]=[CH:28][CH:27]=[CH:26][C:25]=2[CH3:30])[CH:22]=1)(=[O:38])[CH3:37] |f:3.4,5.6,^1:68,87|. Reported procedure: A solution of 300 mg (0.495 mmol) 2-(3,5-bis-trifluoromethyl-phenyl)-N-(6-iodo-4-o-tolyl-pyridin-3-yl)-N-methyl-isobutyramide (Example 27) and 0.20 ml (0.59 mmol) 1-ethoxyvinyltri-n-butyltin in 1 ml toluene was deoxygenated by three freeze-thaw cycles. After addition of 17 mg (0.025 mmol) bis(triphenylphosphine)palladium(II) chloride the reaction mixture was heated at reflux for 16 h. Cooling to room temperature was followed by addition of 1 ml 2 M aqueous hydrochloric acid solution. After 15 mi... Reactants: BrCC(C(C(=O)NC1[C@@H]2N(C(=C(CS2)C=C)C(=O)OC(C2=CC=CC=C2)C2=CC=CC=C2)C1=O)=NOC)(OCC)OCC (benzhydryl 7-(4-bromo-3,3-diethoxy-2-methoxyiminobutyramido)-3-vinyl-3-cephem-4-carboxylate), C1(=CC=CC=C1)OC (anisole), FC(C(=O)O)(F)F (trifluoroacetic acid). The solvent is C(Cl)Cl (methylene chloride). Product: BrCC(C(C(=O)NC1[C@@H]2N(C(=C(CS2)C=C)C(=O)O)C1=O)=NOC)=O (7-(4-bromo-2-methoxyiminoacetoacetamido)-3-vinyl-3-cephem-4-carboxylic acid). Yield: 74.1%. As a reaction SMILES: [Br:1][CH2:2][C:3](OCC)([O:38]CC)[C:4](=[N:35][O:36][CH3:37])[C:5]([NH:7][CH:8]1[C:33](=[O:34])[N:10]2[C:11]([C:17]([O:19]C(C3C=CC=CC=3)C3C=CC=CC=3)=[O:18])=[C:12]([CH:15]=[CH2:16])[CH2:13][S:14][C@H:9]12)=[O:6].C1(OC)C=CC=CC=1.FC(F)(F)C(O)=O>C(Cl)Cl>[Br:1][CH2:2][C:3](=[O:38])[C:4](=[N:35][O:36][CH3:37])[C:5]([NH:7][CH:8]1[C:33](=[O:34])[N:10]2[C:11]([C:17]([OH:19])=[O:18])=[C:12]([CH:15]=[CH2:16])[CH2:13][S:14][C@H:9]12)=[O:6]. Reported procedure: To a solution of benzhydryl 7-(4-bromo-3,3-diethoxy-2-methoxyiminobutyramido)-3-vinyl-3-cephem-4-carboxylate (syn isomer) (3.36 g) and anisole (2.1 g) in methylene chloride (20 ml) was added trifluoroacetic acid (8.0 g) under ice-cooling with stirring, and the stirring was continued at ambient temperature for an hour. After removal of the solvent, the residue was dissolved in a mixture of ethyl acetate and water. To the separated ethyl acetate solution was added water, followed by adjusting to p...